From a dataset of the Open Reaction Database (ORD), a public repository of structured organic reaction records. describe an organic reaction: reactants, conditions, products, and yield Reactants: C(C)(C)(C)N=C=S (t-butyl isothiocyanate), [OH-].[Na+] (NaOH), C(C)(=O)NC(C(=O)O)C1=CC=C(C=C1)N (α-acetamido-p-aminophenylacetic acid). Solvent: C(C)O (ethanol), C(C)O (ethanol), O (water). Conditions: time 8 hour. The product is C(C)(=O)NC(C(=O)O)C1=CC=C(C=C1)NC(=S)NC(C)(C)C (α-acetamido-p-(3-t-butylthioureido)phenylacetic acid). As a reaction SMILES: [C:1]([NH:4][CH:5]([C:9]1[CH:14]=[CH:13][C:12]([NH2:15])=[CH:11][CH:10]=1)[C:6]([OH:8])=[O:7])(=[O:3])[CH3:2].[OH-].[Na+].[C:18]([N:22]=[C:23]=[S:24])([CH3:21])([CH3:20])[CH3:19]>O.C(O)C>[C:1]([NH:4][CH:5]([C:9]1[CH:10]=[CH:11][C:12]([NH:15][C:23]([NH:22][C:18]([CH3:21])([CH3:20])[CH3:19])=[S:24])=[CH:13][CH:14]=1)[C:6]([OH:8])=[O:7])(=[O:3])[CH3:2] |f:1.2|. Procedure details: To a suspension of α-acetamido-p-aminophenylacetic acid (1.04 g, 5 mmol) in water (5 ml) was added 10% NaOH until solution was effected. The solution was diluted with an equal volume of ethanol and then t-butyl isothiocyanate (1.64 g, 15 mmol) in ethanol was added. The reaction was stirred at room temperature overnight and then refluxed 24 hours. The ethanol was evaporated in vacuo and the aqueous phase was acidified and filtered. The aqueous filtrate was extracted with ethyl acetate. The dried ... Reactants: CC(C)CCN, CCO, Cc1nc(C=O)[nH]c1C, O=[Pt]=O. Yields the product Cc1nc(CNCCC(C)C)[nH]c1C. RXN SMILES: [CH2:10]([CH2:11][CH:12]([CH3:13])[CH3:14])[NH2:15].[CH3:19][CH2:20][OH:21].[CH3:1][c:2]1[n:3][c:4]([CH:8]=[O:9])[nH:5][c:6]1[CH3:7].[Pt:16](=[O:17])=[O:18]>>[CH3:1][c:2]1[n:3][c:4]([CH2:8][NH:15][CH2:10][CH2:11][CH:12]([CH3:13])[CH3:14])[nH:5][c:6]1[CH3:7]. The reactants are C(C)(=O)N (acetamide), P(O)(O)O (phosphorous acid), Cl (hydrogen chloride). Reaction conditions: time 3 hour. The product is NC(C)(P(O)(=O)O)P(O)(=O)O (1-aminoethane-1,1 -diphosphonic acid). RXN SMILES: [C:1]([NH2:4])(=O)[CH3:2].[P:5]([OH:8])([OH:7])[OH:6].Cl>>[NH2:4][C:1]([P:5]([OH:8])(=[O:6])[OH:7])([P:5]([OH:8])(=[O:7])[OH:6])[CH3:2]. Reported procedure: Into a mixture of 59 gm of acetamide and 82 gm of phosphorous acid, hydrogen chloride gas was introduced therein for a period of 3 hours. During this time the mixture was stirred and the temperature was maintained at 145° - 155° C. By further processing of the reaction mixture, analogously to Example 1, the 1-aminoethane-1,1 -diphosphonic acid was isolated and purified. The yield was 19.2 gm. Reactants: CC1=C(C(=NO1)C1=CC=CC=C1)C=1N=CN(C1)C1=CC=C(C(=O)O)C=C1 (4-[4-(5-methyl-3-phenyl-isoxazol-4-yl)-imidazol-1-yl]-benzoic acid), C1(CCCC1)N (cyclopentylamine). Yields the product C1(CCCC1)NC(C1=CC=C(C=C1)N1C=NC(=C1)C=1C(=NOC1C)C1=CC=CC=C1)=O (N-Cyclopentyl-4-[4-(5-methyl-3-phenyl-isoxazol-4-yl)-imidazol-1-yl]-benzamide). Yield: 11.0%. Reaction SMILES: [CH3:1][C:2]1[O:6][N:5]=[C:4]([C:7]2[CH:12]=[CH:11][CH:10]=[CH:9][CH:8]=2)[C:3]=1[C:13]1[N:14]=[CH:15][N:16]([C:18]2[CH:26]=[CH:25][C:21]([C:22]([OH:24])=O)=[CH:20][CH:19]=2)[CH:17]=1.[CH:27]1([NH2:32])[CH2:31][CH2:30][CH2:29][CH2:28]1>>[CH:27]1([NH:32][C:22](=[O:24])[C:21]2[CH:20]=[CH:19][C:18]([N:16]3[CH:17]=[C:13]([C:3]4[C:4]([C:7]5[CH:8]=[CH:9][CH:10]=[CH:11][CH:12]=5)=[N:5][O:6][C:2]=4[CH3:1])[N:14]=[CH:15]3)=[CH:26][CH:25]=2)[CH2:31][CH2:30][CH2:29][CH2:28]1. Procedure: As described for Example 71c, 4-[4-(5-methyl-3-phenyl-isoxazol-4-yl)-imidazol-1-yl]-benzoic acid (100 mg, 0.29 mmol) was converted, using cyclopentylamine instead of cyclopropylmethylamine, to the title compound (14 mg, 11%) which was obtained as an off-white solid. MS: m/e=413.0 [M+H]+. Starting materials: [OH-].[Na+] (NaOH), C(C1=CC=CC=C1)OC(=O)Cl (benzylchloroformate), [OH-].[Na+] (NaOH), C(C[C@@H](C(=O)O)N)SSCC[C@@H](C(=O)O)N (L-homocystine), O (H2O). The solvent is O1CCOCC1 (dioxane), O1CCOCC1.O (dioxane H2O). Conditions: temperature 0 celsius. The product is C(C1=CC=CC=C1)OC(=O)C(C[C@@H](C(=O)O)N)SSCC[C@@H](C(=O)O)N (Benzyloxycarbonyl-L-homocystine). As a reaction SMILES: [CH2:1]([S:8][S:9][CH2:10][CH2:11][C@H:12]([NH2:16])[C:13]([OH:15])=[O:14])[CH2:2][C@H:3]([NH2:7])[C:4]([OH:6])=[O:5].[OH-].[Na+].[CH2:19]([O:26][C:27](Cl)=[O:28])[C:20]1[CH:25]=[CH:24][CH:23]=[CH:22][CH:21]=1.O>O1CCOCC1.O.O1CCOCC1>[CH2:19]([O:26][C:27]([CH:1]([S:8][S:9][CH2:10][CH2:11][C@H:12]([NH2:16])[C:13]([OH:15])=[O:14])[CH2:2][C@H:3]([NH2:7])[C:4]([OH:6])=[O:5])=[O:28])[C:20]1[CH:25]=[CH:24][CH:23]=[CH:22][CH:21]=1 |f:1.2,5.6|. Procedure details: L-homocystine (5 g) was dissolved in a mixture (80 ml) of dioxane/H2O. At 0° C. and under stirring, 1.52 g (2.1 eq) of NaOH and a solution of 7.8 g (2.4 eq) of benzylchloroformate in 40 ml dioxane were added. The pH was maintained at 9 by addition of a solution of NaOH 1M. After stirring for 2.30 h at room temperature, 100 ml H2O were added and the white precipitate was extracted by Et20 (2×50 ml). The aqueous phase was acidified to pH 1 and the precipitate was extracted by EtOAc (4×80 ml). The ... Starting materials: C(C1=CC=CC=C1)OC1CCC(CC1)(C)C(=O)C1=CNC2=NC=C(N=C21)Br ((4-benzyloxy-1-methyl-cyclohexyl)-(2-bromo-5H-pyrrolo[2,3-b]pyrazin-7-yl)-methanone), COC=1C=C(C=C(C1OC)OC)B(O)O (3,4,5-trimethoxybenzeneboronic acid). The product is C(C1=CC=CC=C1)OC1CCC(CC1)(C)C(=O)C1=CNC2=NC=C(N=C21)C2=CC(=C(C(=C2)OC)OC)OC ((4-Benzyloxy-1-methyl-cyclohexyl)-[2-(3,4,5-trimethoxy-phenyl)-5H-pyrrolo[2,3-b]pyrazin-7-yl]-methanone). RXN SMILES: [CH2:1]([O:8][CH:9]1[CH2:14][CH2:13][C:12]([C:16]([C:18]2[C:26]3[C:21](=[N:22][CH:23]=[C:24](Br)[N:25]=3)[NH:20][CH:19]=2)=[O:17])([CH3:15])[CH2:11][CH2:10]1)[C:2]1[CH:7]=[CH:6][CH:5]=[CH:4][CH:3]=1.[CH3:28][O:29][C:30]1[CH:31]=[C:32](B(O)O)[CH:33]=[C:34]([O:38][CH3:39])[C:35]=1[O:36][CH3:37]>>[CH2:1]([O:8][CH:9]1[CH2:14][CH2:13][C:12]([C:16]([C:18]2[C:26]3[C:21](=[N:22][CH:23]=[C:24]([C:32]4[CH:33]=[C:34]([O:38][CH3:39])[C:35]([O:36][CH3:37])=[C:30]([O:29][CH3:28])[CH:31]=4)[N:25]=3)[NH:20][CH:19]=2)=[O:17])([CH3:15])[CH2:11][CH2:10]1)[C:2]1[CH:7]=[CH:6][CH:5]=[CH:4][CH:3]=1. Procedure details: (4-Benzyloxy-1-methyl-cyclohexyl)-[2-(3,4,5-trimethoxy-phenyl)-5H-pyrrolo[2,3-b]pyrazin-7-yl]-methanone was prepared starting from (4-benzyloxy-1-methyl-cyclohexyl)-(2-bromo-5H-pyrrolo[2,3-b]pyrazin-7-yl)-methanone and 3,4,5-trimethoxybenzeneboronic acid following general procedures as described in these Examples. M+H=516. Product: C(=C)(C)C1=CC=C(C=C1)O (para-isopropenylphenol), C(C)(C)C1=CC=C(C=C1)O (para-isopropylphenol). Procedure: A quartz tube 40 cm×16 mm, inside diameter, with Vigreux indentations 1" above the top of the bottom joint was packed with 3 cm of quartz rings, 28 cm (equivalent to 44.16 grams) of the calcium-nickel phosphate catalyst of formula I, which had previously been calcined at about 800° for a period of about 17 hours and then filled with additional quartz rings (for heat transfer). Thermocouples were placed on the side of the tube and the tube placed in a vertical furnace. At the top of the tube was ... Solvent: ice water, O (water). The reagents and catalysts are P(=O)([O-])([O-])[O-].[Ni+2].[Ca+2] (calcium-nickel phosphate). Reaction SMILES: [C:1]1([OH:7])[CH:6]=[CH:5][CH:4]=[CH:3][CH:2]=1.[CH:8]([C:11]1[CH:16]=[CH:15][CH:14]=[CH:13][C:12]=1O)([CH3:10])[CH3:9]>P([O-])([O-])([O-])=O.[Ni+2].[Ca+2].O>[C:8]([C:4]1[CH:5]=[CH:6][C:1]([OH:7])=[CH:2][CH:3]=1)([CH3:10])=[CH2:9].[CH:8]([C:11]1[CH:16]=[CH:15][C:14]([OH:7])=[CH:13][CH:12]=1)([CH3:10])[CH3:9] |f:2.3.4|. Conditions: time 17 hour. Reactants: C1(=CC=CC=C1)O (phenol), C(C)(C)C1=C(C=CC=C1)O (isopropylphenol). Starting materials: C(C)(=O)C=1C=NC=CC1 (3-acetylpyridine), C(=O)OCC (ethyl formate), [Na] (sodium), CNC (dimethylamine), CO (methanol). The solvent is C1(=CC=CC=C1)C (toluene), C1(=CC=CC=C1)C (toluene), C(C)(=O)O (acetic acid), C1(=CC=CC=C1)C (toluene), C1(=CC=CC=C1)C (toluene). Reaction conditions: time 45 minute. Product: CN(C=CC(=O)C=1C=NC=CC1)C (3-dimethylamino-1-(3-pyridyl)-2-propen-1one). Reaction SMILES: [Na].[CH3:2]O.[C:4]([C:7]1[CH:8]=[N:9][CH:10]=[CH:11][CH:12]=1)(=[O:6])[CH3:5].C(OCC)=O.[CH3:18][NH:19][CH3:20]>C1(C)C=CC=CC=1.C(O)(=O)C>[CH3:18][N:19]([CH3:2])[CH:20]=[CH:5][C:4]([C:7]1[CH:8]=[N:9][CH:10]=[CH:11][CH:12]=1)=[O:6] |^1:0|. Reported procedure: 8 g (0.35 mol) of sodium are placed in 260 ml of toluene and at 100° made into a suspension using a vibromixer. After cooling to 0°, 17 ml (0.42 mol) of methanol are added dropwise, with cooling, and the mixture is then stirred for 45 minutes at 75°. At 25° and with ice-cooling, a solution of 38.5 ml (0.35 mol) of 3-acetylpyridine and 28 ml (0.35 mol) of ethyl formate in 300 ml of toluene are added dropwise in the course of 45 minutes. The yellow suspension is stirred for 16 hours at 25° and the... Starting materials: CC(C)(C)C(=O)Oc1ccc3c(c1)oc2ccccc23 (substrate), CC[Si](CC)(CC)B1OC(C)(C)C(C)(C)O1 (effective_coupling_partner). Reagents/catalysts: PCy3. Reaction conditions: temperature 80 celsius, time 8.5 hour. The product is CC[Si](CC)(CC)c1ccc3c(c1)oc2ccccc23.